Task: describe an organic reaction: reactants, conditions, products, and yield. Dataset: the Open Reaction Database (ORD), a public repository of structured organic reaction records The reactants are N1(CCOCC1)C(CC(C)=O)=O (1-morpholin-4-yl-butane-1,3-dione), BrN1C(CCC1=O)=O (N-bromosuccinimide). Run in ClCCCl (1,2-dichloroethane). Reaction conditions: time 1 hour. Yields the product BrC(C(=O)N1CCOCC1)C(C)=O (2-Bromo-1-morpholin-4-yl-butane-1,3-dione). Isolated yield 98.1%. Reaction SMILES: [N:1]1([C:7](=[O:12])[CH2:8][C:9](=[O:11])[CH3:10])[CH2:6][CH2:5][O:4][CH2:3][CH2:2]1.[Br:13]N1C(=O)CCC1=O>ClCCCl>[Br:13][CH:8]([C:9](=[O:11])[CH3:10])[C:7]([N:1]1[CH2:6][CH2:5][O:4][CH2:3][CH2:2]1)=[O:12]. Reported procedure: To a solution of 1-morpholin-4-yl-butane-1,3-dione (0.53 g, 3.1 mmol) in 1,2-dichloroethane (30 mL) stirred at 0° C., N-bromosuccinimide (0.55 mg, 3.1 mmol) was added in small portions and the mixture was stirred for 1 h. The solution was washed with brine (3×5 mL), dried over MgSO4 and concentrated below 30° C. 2-Bromo-1-morpholin-4-yl-butane-1,3-dione 0.76 g, 3.04 mmol, 98.1%, LCMS/BB_LCMS01(+)/: M+1=250, 252, Rt: 1.831 min] was obtained as a yellowish oil. Starting materials: CCC(NC(c1ccccc1)(c1ccccc1)c1ccccc1)C(O)C(C)(C)C, ClCCl, O=C(O)C(F)(F)F. The product is CCC(N)C(O)C(C)(C)C. As a reaction SMILES: [CH3:1][C:2]([CH3:3])([CH:4]([CH:5]([CH2:6][CH3:7])[NH:8][C:9]([c:10]1[cH:11][cH:12][cH:13][cH:14][cH:15]1)([c:16]1[cH:17][cH:18][cH:19][cH:20][cH:21]1)[c:22]1[cH:23][cH:24][cH:25][cH:26][cH:27]1)[OH:28])[CH3:29].[Cl:37][CH2:38][Cl:39].[F:30][C:31]([F:32])([F:33])[C:34]([OH:35])=[O:36]>>[CH3:1][C:2]([CH3:3])([CH:4]([CH:5]([CH2:6][CH3:7])[NH2:8])[OH:28])[CH3:29]. Starting materials: FC1=C(C=C(C=C1)F)C(C=1C(=CC(=NC1)C(=O)O)C)S(=O)(=O)C1=CC=C(C=C1)F (5-[(2,5-difluorophenyl)[(4-fluorophenyl)sulfonyl]methyl]-4-methylpyridine-2-carboxylic acid), NC(CO)CO (2-amino-1,3-propanediol), ON1N=NC2=C1C=CC=C2 (1-hydroxybenzotriazole), Cl.C(C)N=C=NCCCN(C)C (1-ethyl-3-(3-dimethylaminopropyl)carbodiimide hydrochloride), CN1CCOCC1 (4-methylmorpholine). Run in C(C)(=O)OCC (Ethyl acetate), C(Cl)Cl (methylene chloride). Reaction conditions: time 17 hour. Product: FC1=C(C=C(C=C1)F)C(C=1C(=CC(=NC1)C(=O)NC(CO)CO)C)S(=O)(=O)C1=CC=C(C=C1)F (5-[(2,5-Difluorophenyl)[(4-fluorophenyl)sulfonyl]methyl]-N-[2-hydroxy-1-(hydroxymethyl)ethyl]-4-methylpyridine-2-carboxamide). Isolated yield 74.2%. Reaction SMILES: [F:1][C:2]1[CH:7]=[CH:6][C:5]([F:8])=[CH:4][C:3]=1[CH:9]([S:20]([C:23]1[CH:28]=[CH:27][C:26]([F:29])=[CH:25][CH:24]=1)(=[O:22])=[O:21])[C:10]1[C:11]([CH3:19])=[CH:12][C:13]([C:16](O)=[O:17])=[N:14][CH:15]=1.[NH2:30][CH:31]([CH2:34][OH:35])[CH2:32][OH:33].ON1C2C=CC=CC=2N=N1.Cl.C(N=C=NCCCN(C)C)C.CN1CCOCC1>C(Cl)Cl.C(OCC)(=O)C>[F:1][C:2]1[CH:7]=[CH:6][C:5]([F:8])=[CH:4][C:3]=1[CH:9]([S:20]([C:23]1[CH:28]=[CH:27][C:26]([F:29])=[CH:25][CH:24]=1)(=[O:21])=[O:22])[C:10]1[C:11]([CH3:19])=[CH:12][C:13]([C:16]([NH:30][CH:31]([CH2:34][OH:35])[CH2:32][OH:33])=[O:17])=[N:14][CH:15]=1 |f:3.4|. Procedure details: To a solution of 5-[(2,5-difluorophenyl)[(4-fluorophenyl)sulfonyl]methyl]-4-methylpyridine-2-carboxylic acid (93 mg, 0.221 mmol) obtained in Example 12 in methylene chloride (3 ml), 2-amino-1,3-propanediol (24 mg, 0.265 mmol), 1-hydroxybenzotriazole (30 mg, 0.221 mmol), 1-ethyl-3-(3-dimethylaminopropyl)carbodiimide hydrochloride (51 mg, 0.265 mmol) and 4-methylmorpholine (29 μl, 0.265 mmol) were added, and the resulting mixture was stirred for 17 hours at room temperature. Ethyl acetate was adde... The reactants are C(C)OC(=O)[C@H]1[C@@H]2CC([C@]([C@H]12)(C(=O)OCC1=CC=CC=C1)N=[N+]=[N-])=O ((1S,2R,5R,6S)-2-azido-3-oxo-bicyclo[3.1.0]hexane-2,6-dicarboxylic acid 2-benzyl ester 6-ethyl ester), [BH4-].[Na+] (NaBH4), Cl (HCl). Solvent: CCO (EtOH), C1CCOC1 (THF). Reaction conditions: time 4 hour. The product is C(C)OC(=O)[C@H]1[C@@H]2C[C@@H]([C@]([C@H]12)(C(=O)OCC1=CC=CC=C1)N=[N+]=[N-])O ((1 S,2R,3S,5R,6S)-2-azido-3-hydroxy-bicyclo[3.1.0]hexane-2,6-dicarboxylic acid 2-benzyl ester 6-ethyl ester). The yield is 50.9%. As a reaction SMILES: [CH2:1]([O:3][C:4]([C@@H:6]1[C@@H:11]2[C@H:7]1[CH2:8][C:9](=[O:25])[C@@:10]2([N:22]=[N+:23]=[N-:24])[C:12]([O:14][CH2:15][C:16]1[CH:21]=[CH:20][CH:19]=[CH:18][CH:17]=1)=[O:13])=[O:5])[CH3:2].[BH4-].[Na+].Cl>CCO.C1COCC1>[CH2:1]([O:3][C:4]([C@@H:6]1[C@@H:11]2[C@H:7]1[CH2:8][C@H:9]([OH:25])[C@@:10]2([N:22]=[N+:23]=[N-:24])[C:12]([O:14][CH2:15][C:16]1[CH:21]=[CH:20][CH:19]=[CH:18][CH:17]=1)=[O:13])=[O:5])[CH3:2] |f:1.2|. Reported procedure: To a solution of (1S,2R,5R,6S)-2-azido-3-oxo-bicyclo[3.1.0]hexane-2,6-dicarboxylic acid 2-benzyl ester 6-ethyl ester (IX-1) (100 mg, 0.29 mmol) in EtOH (1.7 mL) and THF (0.5 mL) was added NaBH4 (22 mg, 0.58 mmol) at -50° C. and stirring was continued at -50° C. for 4 h. The reaction mixture was poured on ice, acidified with 1 N HCl and extracted with ether. After washing with sat. NaHCO3 -sol., brine and drying over MgSO4 the crude product was purified by silica gel column chromatography with he... Reactants: CC(=O)c1ccc(OCc2ccccc2)c(CCCc2ccc(C(=O)NCCO)cc2)c1, Cl, NO, c1ccncc1. Yields the product CC(=NO)c1ccc(OCc2ccccc2)c(CCCc2ccc(C(=O)NCCO)cc2)c1. RXN SMILES: [C:1]([CH3:2])(=[O:3])[c:4]1[cH:5][cH:6][c:7]([O:25][CH2:26][c:27]2[cH:28][cH:29][cH:30][cH:31][cH:32]2)[c:8]([CH2:10][CH2:11][CH2:12][c:13]2[cH:14][cH:15][c:16]([C:19](=[O:20])[NH:21][CH2:22][CH2:23][OH:24])[cH:17][cH:18]2)[cH:9]1.[ClH:33].[NH2:34][OH:35].[cH:36]1[cH:37][cH:38][n:39][cH:40][cH:41]1>>[C:1]([CH3:2])([c:4]1[cH:5][cH:6][c:7]([O:25][CH2:26][c:27]2[cH:28][cH:29][cH:30][cH:31][cH:32]2)[c:8]([CH2:10][CH2:11][CH2:12][c:13]2[cH:14][cH:15][c:16]([C:19](=[O:20])[NH:21][CH2:22][CH2:23][OH:24])[cH:17][cH:18]2)[cH:9]1)=[N:34][OH:35]. Reactants: C=CC(=O)OC, O=C1Nc2cccc(I)c2C1=Cc1ccc[nH]1, CC(=O)[O-], CC(=O)[O-], CN(C)C=O, [Pd+2], Cc1ccccc1P(c1ccccc1C)c1ccccc1C. Product: COC(=O)C=Cc1cccc2c1C(=Cc1ccc[nH]1)C(=O)N2. As a reaction SMILES: [C:18]([CH:19]=[CH2:20])(=[O:21])[O:22][CH3:23].[I:1][c:2]1[c:3]2[c:7]([cH:8][cH:9][cH:10]1)[NH:6][C:5](=[O:11])[C:4]2=[CH:12][c:13]1[nH:14][cH:15][cH:16][cH:17]1.[O-:52][C:53]([CH3:54])=[O:55].[O-:56][C:57]([CH3:58])=[O:59].[O:46]=[CH:47][N:48]([CH3:49])[CH3:50].[Pd+2:51].[c:24]1([CH3:25])[cH:26][cH:27][cH:28][cH:29][c:30]1[P:31]([c:32]1[cH:33][cH:34][cH:35][cH:36][c:37]1[CH3:38])[c:39]1[cH:40][cH:41][cH:42][cH:43][c:44]1[CH3:45]>>[c:2]1([CH:20]=[CH:19][C:18](=[O:21])[O:22][CH3:23])[c:3]2[c:7]([cH:8][cH:9][cH:10]1)[NH:6][C:5](=[O:11])[C:4]2=[CH:12][c:13]1[nH:14][cH:15][cH:16][cH:17]1. The reactants are COCC1=CC(=C(C(=C1)C(C)(C)C)O)C(C)(C)C (4-methoxymethyl-2,6-di-t-butyl phenol), [C-]#N.[Na+] (Sodium cyanide), [C-]#N (cyanide), COCC1=CC(=C(C(=C1)C(C)(C)C)O)C(C)(C)C (4-methoxymethyl-2,6-di-t-butyl phenol), Cl (hydrochloric acid). Solvent: CO (methanol), CO (methanol), C1(=CC=CC=C1)C (toluene). Product: OC1=C(C=C(C=C1C(C)(C)C)CC#N)C(C)(C)C (4-hydroxy-3,5-di-t-butylphenylacetonitrile). Yield: 95.7%. Reaction SMILES: [C-:1]#[N:2].[Na+].[C-]#N.CO[CH2:8][C:9]1[CH:14]=[C:13]([C:15]([CH3:18])([CH3:17])[CH3:16])[C:12]([OH:19])=[C:11]([C:20]([CH3:23])([CH3:22])[CH3:21])[CH:10]=1.Cl>CO.C1(C)C=CC=CC=1>[OH:19][C:12]1[C:13]([C:15]([CH3:18])([CH3:17])[CH3:16])=[CH:14][C:9]([CH2:8][C:1]#[N:2])=[CH:10][C:11]=1[C:20]([CH3:23])([CH3:22])[CH3:21] |f:0.1|. Reported procedure: Sodium cyanide (2.94 g; 50 mmol) was slurried in methanol (20 mLs) in a 100 mL round bottom flask and the slurry was heated to a gentle reflux. To the cyanide slurry, a solution of 4-methoxymethyl-2,6-di-t-butyl phenol (12.5 g; 50 mmol), toluene (20 mLs) and methanol (25 mLs) was added dropwise over a period of time of 55 minutes. The resultant black reaction mixture was refluxed an additional 35 minutes after complete addition of the 4-methoxymethyl-2,6-di-t-butyl phenol. Upon cooling to ambien... The reactants are ClC1=CC(=CC=C1)C(=O)OO (3-chloroperbenzoic acid), C(C1=CC=CC=C1)SC1=NC=C2C(=N1)N(C(N(C2)C2=C(C=CC=C2)Cl)=O)C2CCNCC2 (7-benzylthio-3-(2-chlorophenyl)-1-(piperidin-4-yl)-3,4-dihydropyrimido[4,5-d]pyrimidin-2(1H)-one), S(=S)(=O)([O-])[O-].[Na+].[Na+] (sodium thiosulphate). The solvent is ClCCl (dichloromethane). Conditions: time 10 minute. Product: ClC1=C(C=CC=C1)N1C(N(C2=NC(=NC=C2C1)S(=O)CC1=CC=CC=C1)C1CCNCC1)=O (3-(2-chlorophenyl)-7-benzylsulfinyl-1-(piperidin-4-yl)-3,4-dihydropyrimido[4,5-d]pyrimidin-2(1H)-one). The yield is 83.2%. Reaction SMILES: [CH2:1]([S:8][C:9]1[N:14]=[C:13]2[N:15]([CH:27]3[CH2:32][CH2:31][NH:30][CH2:29][CH2:28]3)[C:16](=[O:26])[N:17]([C:19]3[CH:24]=[CH:23][CH:22]=[CH:21][C:20]=3[Cl:25])[CH2:18][C:12]2=[CH:11][N:10]=1)[C:2]1[CH:7]=[CH:6][CH:5]=[CH:4][CH:3]=1.ClC1C=CC=C(C(OO)=[O:41])C=1.S([O-])([O-])(=O)=S.[Na+].[Na+]>ClCCl>[Cl:25][C:20]1[CH:21]=[CH:22][CH:23]=[CH:24][C:19]=1[N:17]1[CH2:18][C:12]2[C:13](=[N:14][C:9]([S:8]([CH2:1][C:2]3[CH:3]=[CH:4][CH:5]=[CH:6][CH:7]=3)=[O:41])=[N:10][CH:11]=2)[N:15]([CH:27]2[CH2:32][CH2:31][NH:30][CH2:29][CH2:28]2)[C:16]1=[O:26] |f:2.3.4|. Reported procedure: To a solution of 7-benzylthio-3-(2-chlorophenyl)-1-(piperidin-4-yl)-3,4-dihydropyrimido[4,5-d]pyrimidin-2(1H)-one (920 mg, 1.62 mmol) in dichloromethane (16 mL) cooled to 0° C. was added 3-chloroperbenzoic acid (403 mg, 1.64 mmol). After an hour at room temperature 5 mL of 10% sodium thiosulphate was added. After 10 minutes, the dichloromethane layer was separated and washed with 10% potassium carbonate and brine, dried over magnesium sulfate, concentrated in vacuo to give 650 mg of 3-(2-chlorop...